This data is from the Open Reaction Database (ORD), a public repository of structured organic reaction records. The task is: describe an organic reaction: reactants, conditions, products, and yield The reactants are CO, CCOC(=O)C=Cc1cnn(-c2nc(NC3CCCC3)c3ncn(C4OC(CO)C(O)C4O)c3n2)c1. The product is CCOC(=O)CCc1cnn(-c2nc(NC3CCCC3)c3ncn(C4OC(CO)C(O)C4O)c3n2)c1. As a reaction SMILES: [CH3:37][OH:38].[OH:1][CH:2]1[CH:3]([n:10]2[c:11]3[n:12][c:13](-[n:25]4[n:26][cH:27][c:28]([CH:30]=[CH:31][C:32](=[O:33])[O:34][CH2:35][CH3:36])[cH:29]4)[n:14][c:15]([NH:19][CH:20]4[CH2:21][CH2:22][CH2:23][CH2:24]4)[c:16]3[n:17][cH:18]2)[O:4][CH:5]([CH2:8][OH:9])[CH:6]1[OH:7]>>[OH:1][CH:2]1[CH:3]([n:10]2[c:11]3[n:12][c:13](-[n:25]4[n:26][cH:27][c:28]([CH2:30][CH2:31][C:32](=[O:33])[O:34][CH2:35][CH3:36])[cH:29]4)[n:14][c:15]([NH:19][CH:20]4[CH2:21][CH2:22][CH2:23][CH2:24]4)[c:16]3[n:17][cH:18]2)[O:4][CH:5]([CH2:8][OH:9])[CH:6]1[OH:7]. The reactants are CN(CCCC=1NC2=C(N1)C=CC=C2)C (2-(3-dimethylaminopropyl)benzimidazole), [H-].[Na+] (sodium hydride), O (water), C(C)OCCCl (2-ethoxyethyl chloride). The solvent is CN(C=O)C (N,N-dimethylformamide). Conditions: temperature 60 celsius. The product is C(C)OCCN1C(=NC2=C1C=CC=C2)CCCN(C)C (1-(2-ethoxyethyl)-2-(3-dimethylaminopropyl)benzimidazole). As a reaction SMILES: [CH3:1][N:2]([CH3:15])[CH2:3][CH2:4][CH2:5][C:6]1[NH:7][C:8]2[CH:14]=[CH:13][CH:12]=[CH:11][C:9]=2[N:10]=1.[H-].[Na+].[CH2:18]([O:20][CH2:21][CH2:22]Cl)[CH3:19].O>CN(C)C=O>[CH2:18]([O:20][CH2:21][CH2:22][N:10]1[C:9]2[CH:11]=[CH:12][CH:13]=[CH:14][C:8]=2[N:7]=[C:6]1[CH2:5][CH2:4][CH2:3][N:2]([CH3:1])[CH3:15])[CH3:19] |f:1.2|. Reported procedure: Grams 6 2-(3-dimethylaminopropyl)benzimidazole in 100 ml N,N-dimethylformamide are treated with 1.8 g 60% sodium hydride, the mixture is warmed up to 60° C. and 4 g 2-ethoxyethyl chloride are added thereto. It is maintained at 60° C. for 5 hours, then it is poured into water, extracted with diethyl ether and the extracts washed thoroughly with water, filtered on charcoal, made anhydrous on sodium sulphate and evaporated to dryness. The residue is chromatographied on silica gel column eluting wit... Reactants: COc1cccc(CCl)c1, CN(C)C=O, [H-], O=C1CCCCN1, [Na+], O. Product: COc1cccc(CN2CCCCC2=O)c1. Reaction SMILES: [CH3:10][O:11][c:12]1[cH:13][c:14]([CH2:15][Cl:16])[cH:17][cH:18][cH:19]1.[CH3:21][N:22]([CH3:23])[CH:24]=[O:25].[H-:1].[NH:3]1[C:4](=[O:9])[CH2:5][CH2:6][CH2:7][CH2:8]1.[Na+:2].[OH2:20]>>[N:3]1([CH2:15][c:14]2[cH:13][c:12]([O:11][CH3:10])[cH:19][cH:18][cH:17]2)[C:4](=[O:9])[CH2:5][CH2:6][CH2:7][CH2:8]1. RXN SMILES: [NH2:1][C:2]1[C:9]([CH3:10])=[CH:8][C:5]([CH:6]=[O:7])=[C:4]([F:11])[C:3]=1[Br:12].[CH3:13][Mg+].[Br-]>>[NH2:1][C:2]1[C:9]([CH3:10])=[CH:8][C:5]([CH:6]([OH:7])[CH3:13])=[C:4]([F:11])[C:3]=1[Br:12] |f:1.2|. Procedure: Using the method of Example 19, 4-amino-3-bromo-2-fluoro-5-methylbenzaldehyde is reacted with MeMgBr to afford the title compound. Yields the product NC1=C(C(=C(C(C)O)C=C1C)F)Br (4-Amino-3-bromo-2-fluoro-5,α-dimethylbenzyl alcohol). Reactants: NC1=C(C(=C(C=O)C=C1C)F)Br (4-amino-3-bromo-2-fluoro-5-methylbenzaldehyde), C[Mg+].[Br-] (MeMgBr). The reactants are N1N=C(C=C1C(=O)OCC)C(=O)OCC (diethyl 3,5-pyrazoledicarboxylate), C([O-])([O-])=O.[Cs+].[Cs+] (cesium carbonate), C(C)(=O)OCC (ethyl acetate), BrCC(=O)OC(C)(C)C (t-butyl bromoacetate). The solvent is CC(=O)C (acetone), hexanes. Run at time 8 hour. The product is C(C)OC(=O)C1=NN(C(=C1)C(=O)OCC)CC(=O)OC(C)(C)C (1-tert-butoxycarbonylmethyl-1H-pyrazole-3,5-dicarboxylic acid diethyl ester). As a reaction SMILES: [NH:1]1[C:5]([C:6]([O:8][CH2:9][CH3:10])=[O:7])=[CH:4][C:3]([C:11]([O:13][CH2:14][CH3:15])=[O:12])=[N:2]1.C(=O)([O-])[O-].[Cs+].[Cs+].Br[CH2:23][C:24]([O:26][C:27]([CH3:30])([CH3:29])[CH3:28])=[O:25].C(OCC)(=O)C>CC(C)=O>[CH2:9]([O:8][C:6]([C:5]1[CH:4]=[C:3]([C:11]([O:13][CH2:14][CH3:15])=[O:12])[N:2]([CH2:23][C:24]([O:26][C:27]([CH3:30])([CH3:29])[CH3:28])=[O:25])[N:1]=1)=[O:7])[CH3:10] |f:1.2.3|. Procedure details: A solution of 6.25 g (29.5 mmol) of diethyl 3,5-pyrazoledicarboxylate (1) in 225 mL of acetone was added 11.7 g (36 mmol) of cesium carbonate, followed after 10 min by the addition of 5.3 mL (36 mmol) of t-butyl bromoacetate and the mixture was stirred overnight at room temperature. Since TLC analysis confirmed that the reaction was complete (Rf product=0.6 (7:3 hexanes:ethyl acetate)), the mixture was filtered and concentrated to give quantitatively 1-tert-butoxycarbonylmethyl-1H-pyrazole-3,5-d... The reactants are C(=C)OCC (ethyl vinyl ether), CC(C#C)(C=C)O (3-methyl-4-penten-1-yn-3-ol). Product: C(C)OC(C)OC(C#C)(C=C)C (1-ethoxy-1-[3-methyl-4-penten-1-yn-3-oxy]ethane). As a reaction SMILES: [CH:1]([O:3][CH2:4][CH3:5])=[CH2:2].[CH3:6][C:7]([OH:12])([CH:10]=[CH2:11])[C:8]#[CH:9]>>[CH2:1]([O:3][CH:4]([O:12][C:7]([CH3:6])([CH:10]=[CH2:11])[C:8]#[CH:9])[CH3:5])[CH3:2]. Reported procedure: By reacting ethyl vinyl ether with 3-methyl-4-penten-1-yn-3-ol in the manner of Example 1, the compound 1-ethoxy-1-[3-methyl-4-penten-1-yn-3-oxy]ethane was produced.